Dataset: the Open Reaction Database (ORD), a public repository of structured organic reaction records. Task: describe an organic reaction: reactants, conditions, products, and yield Reactants: COC(=O)[C@H]1N(C[C@@H](C1)S(=O)(=O)C1=C(C=CC=C1)Cl)C=1N(N=C(C1)C)C1=CC(=NC=C1)Cl ((2S,4R)-4-(2-chloro-benzenesulfonyl)-1-[2-(2-chloro-pyridin-4-yl)-5-methyl-2H-pyrazol-3-yl]-pyrrolidine-2-carboxylic acid methyl ester), [OH-].[Li+] (lithium hydroxide). Product: ClC1=C(C=CC=C1)S(=O)(=O)[C@@H]1C[C@H](N(C1)C=1N(N=C(C1)C)C1=CC(=NC=C1)Cl)C(=O)O ((2S,4R)-4-(2-Chloro-benzenesulfonyl)-1-[2-(2-chloro-pyridin-4-yl)-5-methyl-2H-pyrazol-3-yl]-pyrrolidine-2-carboxylic acid). RXN SMILES: C[O:2][C:3]([C@@H:5]1[CH2:9][C@@H:8]([S:10]([C:13]2[CH:18]=[CH:17][CH:16]=[CH:15][C:14]=2[Cl:19])(=[O:12])=[O:11])[CH2:7][N:6]1[C:20]1[N:21]([C:26]2[CH:31]=[CH:30][N:29]=[C:28]([Cl:32])[CH:27]=2)[N:22]=[C:23]([CH3:25])[CH:24]=1)=[O:4].[OH-].[Li+]>>[Cl:19][C:14]1[CH:15]=[CH:16][CH:17]=[CH:18][C:13]=1[S:10]([C@H:8]1[CH2:7][N:6]([C:20]2[N:21]([C:26]3[CH:31]=[CH:30][N:29]=[C:28]([Cl:32])[CH:27]=3)[N:22]=[C:23]([CH3:25])[CH:24]=2)[C@H:5]([C:3]([OH:4])=[O:2])[CH2:9]1)(=[O:11])=[O:12] |f:1.2|. Procedure details: In analogy to the procedure described in example 253e, (2S,4R)-4-(2-chloro-benzenesulfonyl)-1-[2-(2-chloro-pyridin-4-yl)-5-methyl-2H-pyrazol-3-yl]-pyrrolidine-2-carboxylic acid methyl ester was saponified in the presence of lithium hydroxide to give the title compound as yellow oil. MS (ESI): m/z=481.0 [M+H]+. Starting materials: FC(COC1=CC=C(C=N1)C(C)=O)F (1-(6-(2,2-difluoroethoxy)pyridin-3-yl)ethanone), CC(C)(C)[S@@](=O)N ((R)-2-methylpropane-2-sulfinamide), Amine-1. The product is FC(COC1=CC=C(C=N1)C(C)N[S@](=O)C(C)(C)C)F ((R)—N-(1-(6-(2,2-difluoroethoxy)pyridin-3-yl)ethyl)-2-methylpropane-2-sulfinamide). Isolated yield 81.0%. As a reaction SMILES: [F:1][CH:2]([F:14])[CH2:3][O:4][C:5]1[N:10]=[CH:9][C:8]([C:11](=O)[CH3:12])=[CH:7][CH:6]=1.[CH3:15][C:16]([S@:19]([NH2:21])=[O:20])([CH3:18])[CH3:17]>>[F:1][CH:2]([F:14])[CH2:3][O:4][C:5]1[N:10]=[CH:9][C:8]([CH:11]([NH:21][S@@:19]([C:16]([CH3:18])([CH3:17])[CH3:15])=[O:20])[CH3:12])=[CH:7][CH:6]=1. Procedure: The title compound is prepared in 81% yield (1.24 g, colorless oil) from 1-(6-(2,2-difluoroethoxy)pyridin-3-yl)ethanone (1.0 g, 4.97 mmol, Step-1) and (R)-2-methylpropane-2-sulfinamide by the similar manner in Step-4 of Amine-1. Reactants: ClC1=CC(=C(CN2N=CC3=CC(=CC=C23)\C=C/2\C(NC(S2)=O)=O)C=C1)C(F)(F)F ((5Z)-5-({1-[4-chloro-2-(trifluoromethyl)benzyl]-1H-indazol-5-yl}methylidene)-2,4-dioxo-1,3-thiazolidine), Cl.ClCCN1CCOCC1 (4-(2-chloroethyl)-morpholine hydrochloride). The product is ClC1=CC(=C(CN2N=CC3=CC(=CC=C23)\C=C/2\C(N(C(S2)=O)CCN2CCOCC2)=O)C=C1)C(F)(F)F ((5Z)-5-({1-[4-Chloro-2-(trifluoromethyl)benzyl]-1H-indazol-5-yl}methylidene)-3-(2-morpholin-4-ylethyl)-1,3-thiazolidine-2,4-dione). RXN SMILES: [Cl:1][C:2]1[CH:25]=[CH:24][C:5]([CH2:6][N:7]2[C:15]3[C:10](=[CH:11][C:12](/[CH:16]=[C:17]4/[C:18](=[O:23])[NH:19][C:20](=[O:22])[S:21]/4)=[CH:13][CH:14]=3)[CH:9]=[N:8]2)=[C:4]([C:26]([F:29])([F:28])[F:27])[CH:3]=1.Cl.Cl[CH2:32][CH2:33][N:34]1[CH2:39][CH2:38][O:37][CH2:36][CH2:35]1>>[Cl:1][C:2]1[CH:25]=[CH:24][C:5]([CH2:6][N:7]2[C:15]3[C:10](=[CH:11][C:12](/[CH:16]=[C:17]4/[C:18](=[O:23])[N:19]([CH2:32][CH2:33][N:34]5[CH2:39][CH2:38][O:37][CH2:36][CH2:35]5)[C:20](=[O:22])[S:21]/4)=[CH:13][CH:14]=3)[CH:9]=[N:8]2)=[C:4]([C:26]([F:27])([F:29])[F:28])[CH:3]=1 |f:1.2|. Procedure details: (5Z)-5-({1-[4-Chloro-2-(trifluoromethyl)benzyl]-1H-indazol-5-yl}methylidene)-3-(2-morpholin-4-ylethyl)-1,3-thiazolidine-2,4-dione was prepared from [(5Z)-5-({1-[4-chloro-2-(trifluoromethyl)benzyl]-1H-indazol-5-yl}methylidene)-2,4-dioxo-1,3-thiazolidine and 4-(2-chloroethyl)-morpholine hydrochloride following General Procedure H.